describe an organic reaction: reactants, conditions, products, and yield From a dataset of the Open Reaction Database (ORD), a public repository of structured organic reaction records. Starting materials: O (water), CSC(C(=O)NC1[C@@H]2N(C(=C(CS2)COC(C)=O)C(=O)O)C1=O)C=1OC=CC1 (7-[α-Methylthio(2-furyl)acetamido]-3-acetoxymethyl-3-cephem-4-carboxylic acid), SC=1SC(=NN1)C (2-mercapto-5-methyl-1,3,4-thiadiazole), C([O-])(O)=O.[Na+] (sodium bicarbonate). Run in P(=O)([O-])([O-])[O-] (phosphate). Conditions: temperature 60 celsius, time 7 hour. Product: CSC(C(=O)NC1[C@@H]2N(C(=C(CS2)CSC=2SC(=NN2)C)C(=O)O)C1=O)C=1OC=CC1 (7-[α-Methylthio(2-furyl)acetamido]-3-(5-methyl-1,3,4-thiadiazol-2-ylthiomethyl)-3-cephem-4-carboxylic acid). Reaction SMILES: [CH3:1][S:2][CH:3]([C:24]1[O:25][CH:26]=[CH:27][CH:28]=1)[C:4]([NH:6][CH:7]1[C:22](=[O:23])[N:9]2[C:10]([C:19]([OH:21])=[O:20])=[C:11]([CH2:14]OC(=O)C)[CH2:12][S:13][C@H:8]12)=[O:5].[SH:29][C:30]1[S:31][C:32]([CH3:35])=[N:33][N:34]=1.C(=O)(O)[O-].[Na+].O>P([O-])([O-])([O-])=O>[CH3:1][S:2][CH:3]([C:24]1[O:25][CH:26]=[CH:27][CH:28]=1)[C:4]([NH:6][CH:7]1[C:22](=[O:23])[N:9]2[C:10]([C:19]([OH:21])=[O:20])=[C:11]([CH2:14][S:29][C:30]3[S:31][C:32]([CH3:35])=[N:33][N:34]=3)[CH2:12][S:13][C@H:8]12)=[O:5] |f:2.3|. Reported procedure: 7-[α-Methylthio(2-furyl)acetamido]-3-acetoxymethyl-3-cephem-4-carboxylic acid (341 mg), 128 mg of 2-mercapto-5-methyl-1,3,4-thiadiazole and 68 mg of sodium bicarbonate were dissolved in 10 ml of a 0.1M phosphate buffer (pH 6.4), and the solution was stirred at 60° C. for 7 hours, and then at room temperature for 14 hours. Then, 10 ml of water was added, and the mixture was washed with diethyl ether. The aqueous layer was acidified with 1N hydrochloric acid to a pH of 2, and extracted three times... Reactants: ClC1=CC=C(C=C1)C1=C(N(C2=CC=C(C=C12)O)C)C (3-(4-chloro-phenyl)-1,2-dimethyl-1H-indole-5-ol), C(C)OC(C(C)(C)Br)=O (2-bromo-2-methyl-propanoic acid ethylester). Product: C(C)OC(C(C)(C)OC=1C=C2C(=C(N(C2=CC1)C)C)C1=CC=C(C=C1)Cl)=O (2-[3-(4-Chloro-phenyl)-1,2-dimethyl-1H-indole-5-yloxy]-2-methyl-propanoic acid ethylester). Reaction SMILES: [Cl:1][C:2]1[CH:7]=[CH:6][C:5]([C:8]2[C:16]3[C:11](=[CH:12][CH:13]=[C:14]([OH:17])[CH:15]=3)[N:10]([CH3:18])[C:9]=2[CH3:19])=[CH:4][CH:3]=1.[CH2:20]([O:22][C:23](=[O:28])[C:24](Br)([CH3:26])[CH3:25])[CH3:21]>>[CH2:20]([O:22][C:23](=[O:28])[C:24]([O:17][C:14]1[CH:15]=[C:16]2[C:11](=[CH:12][CH:13]=1)[N:10]([CH3:18])[C:9]([CH3:19])=[C:8]2[C:5]1[CH:6]=[CH:7][C:2]([Cl:1])=[CH:3][CH:4]=1)([CH3:26])[CH3:25])[CH3:21]. Procedure details: In accordance with a procedure analogous to that of Example 10, the above compound was prepared from 3-(4-chloro-phenyl)-1,2-dimethyl-1H-indole-5-ol and 2-bromo-2-methyl-propanoic acid ethylester. Starting materials: Cl (hydrogen chloride), CC12C(C(C(CC1CCO)CC2)(C)C)=O (1,3,3-trimethyl-6-(2-hydroxyethyl)bicyclo(2.2.2)-octan-2-one), S(=O)(Cl)Cl (thionyl chloride), S(=O)(Cl)Cl (thionyl chloride), S(=O)(Cl)Cl (thionyl chloride), ice. Solvent: C1=CC=CC=C1 (benzene). Conditions: temperature 90 celsius, time 5 minute. Yields the product CC12C(C(C(CC1CCCl)CC2)(C)C)=O (1,3,3-trimethyl-6(2-chloroethyl)bicyclo(2.2.2)-octan-2-one). As a reaction SMILES: [CH3:1][C:2]12[CH2:12][CH2:11][CH:5]([CH2:6][CH:7]1[CH2:8][CH2:9]O)[C:4]([CH3:14])([CH3:13])[C:3]2=[O:15].S(Cl)([Cl:18])=O.Cl>C1C=CC=CC=1>[CH3:1][C:2]12[CH2:12][CH2:11][CH:5]([CH2:6][CH:7]1[CH2:8][CH2:9][Cl:18])[C:4]([CH3:14])([CH3:13])[C:3]2=[O:15]. Procedure details: To a 100 ml microflask equipped with thermometer, reflux condenser, dropping funnel and magnetic stirrer is charged 12.3 g of 1,3,3-trimethyl-6-(2-hydroxyethyl)bicyclo(2.2.2)-octan-2-one prepared according to the process of Example XVII, and 20 ml benzene. The dropping funnel is charged with 12 g thionyl chloride. The thionyl chloride is added to the reaction mass from the dropping funnel, slowly, over a period of five minutes as the temperature of the reaction mass rises to 35° C. The reaction ... Reactants: ClC1=C(C=C(C=C1)C=1C(CC(NN1)=O)C)C#N (6-(4-chloro-3-cyano-phenyl)-4,5-dihydro-5-methyl-3(2H)-pyridazinone), N1CCNCC1 (piperazine). Yields the product C(#N)C=1C=C(C=CC1N1CCNCC1)C=1C(CC(NN1)=O)C (6-[3-cyano-4-(1-piperazinyl)phenyl]-4,5-dihydro-5-methyl-3(2H)-pyridazinone). As a reaction SMILES: Cl[C:2]1[CH:7]=[CH:6][C:5]([C:8]2[CH:9]([CH3:15])[CH2:10][C:11](=[O:14])[NH:12][N:13]=2)=[CH:4][C:3]=1[C:16]#[N:17].[NH:18]1[CH2:23][CH2:22][NH:21][CH2:20][CH2:19]1>>[C:16]([C:3]1[CH:4]=[C:5]([C:8]2[CH:9]([CH3:15])[CH2:10][C:11](=[O:14])[NH:12][N:13]=2)[CH:6]=[CH:7][C:2]=1[N:18]1[CH2:23][CH2:22][NH:21][CH2:20][CH2:19]1)#[N:17]. Procedure: 10.0 g (40.4 mmol) of 6-(4-chloro-3-cyano-phenyl)-4,5-dihydro-5-methyl-3(2H)-pyridazinone are reacted with 10 g of piperazine in a manner analogous to Example 1. Starting materials: Cl.Cl.C(C)C1=NC2=C(N1C1CCNCC1)C=CC=C2 (2-ethyl-1-piperidin-4-yl-1H-benzimidazole dihydrochloride), ClCCCS(=O)(=O)C1=CC=C(C=C1)F (1-(3-chloropropane-1-sulfonyl)4-fluorobenzene), C1CCOC1.CN(C)C=O (THF DMF), C(=O)(O)[O-].[Na+] (NaHCO3). Run in CN(C)P(=O)(N(C)C)N(C)C (HMPT), O (Water). Product: C(C)C1=NC2=C(N1C1CCN(CC1)CCCS(=O)(=O)C1=CC=C(C=C1)F)C=CC=C2 (2-Ethyl-1-{1-[3-(4-fluorobenzenesulfonyl-)propyl]-piperidin-4-yl}-1H-benzimidazole). Yield: 46.6%. As a reaction SMILES: Cl.Cl.[CH2:3]([C:5]1[N:9]([CH:10]2[CH2:15][CH2:14][NH:13][CH2:12][CH2:11]2)[C:8]2[CH:16]=[CH:17][CH:18]=[CH:19][C:7]=2[N:6]=1)[CH3:4].Cl[CH2:21][CH2:22][CH2:23][S:24]([C:27]1[CH:32]=[CH:31][C:30]([F:33])=[CH:29][CH:28]=1)(=[O:26])=[O:25].C1COCC1.CN(C=O)C.C([O-])(O)=O.[Na+]>O.CN(P(N(C)C)(N(C)C)=O)C>[CH2:3]([C:5]1[N:9]([CH:10]2[CH2:11][CH2:12][N:13]([CH2:21][CH2:22][CH2:23][S:24]([C:27]3[CH:32]=[CH:31][C:30]([F:33])=[CH:29][CH:28]=3)(=[O:26])=[O:25])[CH2:14][CH2:15]2)[C:8]2[CH:16]=[CH:17][CH:18]=[CH:19][C:7]=2[N:6]=1)[CH3:4] |f:0.1.2,4.5,6.7|. Reported procedure: To a stirred solution of 2-ethyl-1-piperidin-4-yl-1H-benzimidazole dihydrochloride (3.02 g) and 1-(3-chloropropane-1-sulfonyl)4-fluorobenzene (2.6 g) in 3:1 THF-DMF (25 ml) was added NaHCO3 (2.9 g), KI (0.3 g) and HMPT (5 ml). The mixture was heated at reflux for 2 h, and then allowed to cool to rt. Water (100 ml) was added and the mixture extracted with ethyl acetate (2×80 ml), and the organic layer separated and washed with water. This was further dried and concentrated in vacuo. The oil was p...